Dataset: the Open Reaction Database (ORD), a public repository of structured organic reaction records. Task: describe an organic reaction: reactants, conditions, products, and yield Starting materials: CNCC(C(C(C(CO)O)O)O)O (6-methylaminohexane-1,2,3,4,5-pentaol), FC1=CC=C(C=C1)N1C(C(C1C1=CC=C(C=C1)OCCCCCCI)CCC(O)C1=CC=C(C=C1)F)=O (1-(4-fluorophenyl)-3-[3-(4-fluorophenyl)-3-hydroxypropyl]-4-[4-(6-iodohexyloxy)phenyl]azetidin-2-one), C37H48F2N2O8. Solvent: CN(C=O)C (dimethylformamide). Run at temperature 50 celsius, time 2.5 hour. The product is FC1=CC=C(C=C1)N1C(C(C1C1=CC=C(C=C1)OCCCCCCN(CC(C(C(C(CO)O)O)O)O)C)CCC(O)C1=CC=C(C=C1)F)=O (1-(4-Fluorophenyl)-3-[3-(4-fluorophenyl)-3-hydroxypropyl]-4-(4-{6-[methyl-(2,3,4,5,6-pentahydroxyhexyl)amino]hexyloxy}phenyl)azetidin-2-one). RXN SMILES: [F:1][C:2]1[CH:7]=[CH:6][C:5]([N:8]2[CH:11]([C:12]3[CH:17]=[CH:16][C:15]([O:18][CH2:19][CH2:20][CH2:21][CH2:22][CH2:23][CH2:24]I)=[CH:14][CH:13]=3)[CH:10]([CH2:26][CH2:27][CH:28]([C:30]3[CH:35]=[CH:34][C:33]([F:36])=[CH:32][CH:31]=3)[OH:29])[C:9]2=[O:37])=[CH:4][CH:3]=1.[CH3:38][NH:39][CH2:40][CH:41]([OH:50])[CH:42]([OH:49])[CH:43]([OH:48])[CH:44]([OH:47])[CH2:45][OH:46]>CN(C)C=O>[F:1][C:2]1[CH:7]=[CH:6][C:5]([N:8]2[CH:11]([C:12]3[CH:17]=[CH:16][C:15]([O:18][CH2:19][CH2:20][CH2:21][CH2:22][CH2:23][CH2:24][N:39]([CH3:38])[CH2:40][CH:41]([OH:50])[CH:42]([OH:49])[CH:43]([OH:48])[CH:44]([OH:47])[CH2:45][OH:46])=[CH:14][CH:13]=3)[CH:10]([CH2:26][CH2:27][CH:28]([C:30]3[CH:35]=[CH:34][C:33]([F:36])=[CH:32][CH:31]=3)[OH:29])[C:9]2=[O:37])=[CH:4][CH:3]=1. Procedure details: 136 mg of 1-(4-fluorophenyl)-3-[3-(4-fluorophenyl)-3-hydroxypropyl]-4-[4-(6-iodohexyloxy)phenyl]azetidin-2-one are dissolved in 10 ml of absolute dimethylformamide. 172 mg of 6-methylaminohexane-1,2,3,4,5-pentaol are then added, and the reaction solution is stirred at 50° C. for 2.5 h. After concentration using a rotary evaporator and oil pump vacuum at 40° C., the residue is purified by preparative HPLC. The product is obtained as an oil. C37H48F2N2O8 (686) MS (ESI): M+ The reactants are C(C1=CC=CC=C1)OC1=NN(C2=C1C(=NC(=C2)Cl)CO)C(C2=CC=CC=C2)(C2=CC=CC=C2)C2=CC=CC=C2 ((3-(benzyloxy)-6-chloro-1-trityl-1H-pyrazolo[4,3-c]pyridin-4-yl)methanol), CCN(C(C)C)C(C)C (DIPEA), C(=O)(C)Cl (AcCl). The solvent is C(Cl)Cl (DCM), C(Cl)Cl (DCM). Conditions: time 45 minute. The product is C(C)(=O)OCC1=NC(=CC2=C1C(=NN2C(C2=CC=CC=C2)(C2=CC=CC=C2)C2=CC=CC=C2)OCC2=CC=CC=C2)Cl ((3-(benzyloxy)-6-chloro-1-trityl-1H-pyrazolo[4,3-c]pyridin-4-yl)methyl acetate). RXN SMILES: [CH2:1]([O:8][C:9]1[C:13]2[C:14]([CH2:19][OH:20])=[N:15][C:16]([Cl:18])=[CH:17][C:12]=2[N:11]([C:21]([C:34]2[CH:39]=[CH:38][CH:37]=[CH:36][CH:35]=2)([C:28]2[CH:33]=[CH:32][CH:31]=[CH:30][CH:29]=2)[C:22]2[CH:27]=[CH:26][CH:25]=[CH:24][CH:23]=2)[N:10]=1)[C:2]1[CH:7]=[CH:6][CH:5]=[CH:4][CH:3]=1.CCN(C(C)C)C(C)C.[C:49](Cl)([CH3:51])=[O:50]>C(Cl)Cl>[C:49]([O:20][CH2:19][C:14]1[C:13]2[C:9]([O:8][CH2:1][C:2]3[CH:3]=[CH:4][CH:5]=[CH:6][CH:7]=3)=[N:10][N:11]([C:21]([C:28]3[CH:29]=[CH:30][CH:31]=[CH:32][CH:33]=3)([C:22]3[CH:27]=[CH:26][CH:25]=[CH:24][CH:23]=3)[C:34]3[CH:39]=[CH:38][CH:37]=[CH:36][CH:35]=3)[C:12]=2[CH:17]=[C:16]([Cl:18])[N:15]=1)(=[O:50])[CH3:51]. Procedure details: A solution of (3-(benzyloxy)-6-chloro-1-trityl-1H-pyrazolo[4,3-c]pyridin-4-yl)methanol (2.443 g, 4.59 mmol) and DIPEA (3.0 ml, 17.18 mmol) in DCM (25 ml) was charged with AcCl (0.70 ml, 9.84 mmol). Stirred at RT for 45 min. Diluted with DCM, washed organics with 2N HCl, dried over MgSO4, filtered, concentrated in vacuo and obtained (3-(benzyloxy)-6-chloro-1-trityl-1H-pyrazolo[4,3-c]pyridin-4-yl)methyl. MS: [M+H]+ m/z 574. Starting materials: C(#N)C1(CC1)NC([C@@H](N[C@H](C(F)(F)F)C1=CC=C(C=C1)C1=CC=C(C=C1)S(=O)(=O)C)CCC)=O (N1-(1-cyanocyclopropyl)-N2-{(1S)-2,2,2-trifluoro-1-[4′-(methylsulfonyl)-1,1′-biphenyl-4-yl]ethyl}-L-norvalinamide), FC=1C=C(C=CC1F)B(O)O (3,4-difluorophenylboronic acid), N2-[(1)-1-(4-bromophenyl)-2,2,2-trifluoroethyl]-N1-(1-cyanocyclopropyl)-L-norvalinamide. The reagents and catalysts are C1(=CC=CC=C1)P([C-]1C=CC=C1)C1=CC=CC=C1.[C-]1(C=CC=C1)P(C1=CC=CC=C1)C1=CC=CC=C1.[Fe+2] (1,1′-bis(diphenylphosphino)ferrocene), Cl[Pd]Cl (dichloropalladium(II)). Yields the product C(#N)C1(CC1)NC([C@H](CCC)N[C@H](C(F)(F)F)C1=CC=C(C=C1)C1=CC(=C(C=C1)F)F)=O ((2S)-2-[(1S)-1-(3′,4′-difluorobiphenyl-4-yl)-2,2,2-trifluoroethylamino]-pentanoic acid (1-cyanocyclopropyl)-amide). As a reaction SMILES: [C:1]([C:3]1([NH:6][C:7](=[O:34])[C@H:8]([CH2:31][CH2:32][CH3:33])[NH:9][C@@H:10]([C:15]2[CH:20]=[CH:19][C:18](C3C=CC(S(C)(=O)=O)=CC=3)=[CH:17][CH:16]=2)[C:11]([F:14])([F:13])[F:12])[CH2:5][CH2:4]1)#[N:2].[F:35][C:36]1[CH:37]=[C:38](B(O)O)[CH:39]=[CH:40][C:41]=1[F:42]>C1(P(C2C=CC=CC=2)[C-]2C=CC=C2)C=CC=CC=1.[C-]1(P(C2C=CC=CC=2)C2C=CC=CC=2)C=CC=C1.[Fe+2].Cl[Pd]Cl>[C:1]([C:3]1([NH:6][C:7](=[O:34])[C@@H:8]([NH:9][C@@H:10]([C:15]2[CH:20]=[CH:19][C:18]([C:38]3[CH:39]=[CH:40][C:41]([F:42])=[C:36]([F:35])[CH:37]=3)=[CH:17][CH:16]=2)[C:11]([F:12])([F:14])[F:13])[CH2:31][CH2:32][CH3:33])[CH2:5][CH2:4]1)#[N:2] |f:2.3.4|. Procedure details: The title compound was prepared in similar manner to that described for N1-(1-cyanocyclopropyl)-N2-{(1S)-2,2,2-trifluoro-1-[4′-(methylsulfonyl)-1,1′-biphenyl-4-yl]ethyl}-L-norvalinamide via Suzuki cross-coupling between 3,4-difluorophenylboronic acid and N2-[(1)-1-(4-bromophenyl)-2,2,2-trifluoroethyl]-N1-(1-cyanocyclopropyl)-L-norvalinamide in the presence of 1,1′-bis(diphenylphosphino)ferrocene]-dichloropalladium(II), dichloromethane complex. Starting materials: ClCCl, Clc1ccc(C2(C3CCNCC3)OCCO2)cc1Cl, Cc1ccc(C(=O)NC(C=O)C(C)C)cc1. Yields the product Cc1ccc(C(=O)NC(CN2CCC(C3(c4ccc(Cl)c(Cl)c4)OCCO3)CC2)C(C)C)cc1. As a reaction SMILES: [CH2:36]([Cl:37])[Cl:38].[Cl:1][c:2]1[cH:3][c:4]([C:9]2([CH:14]3[CH2:15][CH2:16][NH:17][CH2:18][CH2:19]3)[O:10][CH2:11][CH2:12][O:13]2)[cH:5][cH:6][c:7]1[Cl:8].[c:20]1([CH3:35])[cH:21][cH:22][c:23]([C:26](=[O:27])[NH:28][CH:29]([CH:30]([CH3:31])[CH3:32])[CH:33]=[O:34])[cH:24][cH:25]1>>[Cl:1][c:2]1[cH:3][c:4]([C:9]2([CH:14]3[CH2:15][CH2:16][N:17]([CH2:33][CH:29]([NH:28][C:26]([c:23]4[cH:22][cH:21][c:20]([CH3:35])[cH:25][cH:24]4)=[O:27])[CH:30]([CH3:31])[CH3:32])[CH2:18][CH2:19]3)[O:10][CH2:11][CH2:12][O:13]2)[cH:5][cH:6][c:7]1[Cl:8]. The reactants are C(C)(C)N(C(C)C)CC (N,N-diisopropylethylamine), CC=1C=CC(=CC1)C (p-xylene), C1=C2C(=CC3=C1C(=O)OC3=O)C(=O)OC2=O (benzene-1,2,4,5-tetracarboxylic acid dianhydride), [Cl-].[Al+3].[Cl-].[Cl-] (aluminum chloride), ice, Cl (hydrochloric acid). Solvent: ClCCCl (1,2-dichloroethane), ClCCCl (1,2-dichloroethane). Reaction conditions: temperature 15 celsius, time 8 hour. Yields the product CC1=C(C(=O)C2=C(C(=O)O)C=C(C(=C2)C(=O)O)C(C2=C(C=CC(=C2)C)C)=O)C=C(C=C1)C (2,5-bis(2,5-dimethybenzoyl)terephthalic acid). Reaction SMILES: [CH:1]1[C:6]2[C:7]([O:9][C:10](=[O:11])[C:5]=2[CH:4]=[C:3]2[C:12]([O:14][C:15](=[O:16])[C:2]=12)=[O:13])=[O:8].[Cl-].[Al+3].[Cl-].[Cl-].C(N(CC)[CH:25]([CH3:27])[CH3:26])(C)C.Cl.[CH3:31][C:32]1[CH:33]=[CH:34][C:35]([CH3:38])=[CH:36][CH:37]=1>ClCCCl>[CH3:15][C:2]1[CH:3]=[CH:27][C:25]([CH3:26])=[CH:6][C:1]=1[C:15]([C:2]1[CH:1]=[C:6]([C:7]([OH:9])=[O:8])[C:5]([C:10](=[O:11])[C:33]2[CH:34]=[C:35]([CH3:38])[CH:36]=[CH:37][C:32]=2[CH3:31])=[CH:4][C:3]=1[C:12]([OH:14])=[O:13])=[O:16] |f:1.2.3.4|. Reported procedure: A mixture of 144 grams of benzene-1,2,4,5-tetracarboxylic acid dianhydride (pyromellitic dianhydride), 439 grams of aluminum chloride, and 915 grams of 1,2-dichloroethane was cooled to 15° C. To this was added a mixture of 140 grams of p-xylene, 109 grams of N,N-diisopropylethylamine, and 426 mL of 1,2-dichloroethane over a period of 3.5 hours keeping the temperature between 15° C. and 20° C. The resulting mixture was stirred overnight at room temperature, poured into 2876 grams of ice and 1078 ... Reactants: COC1=NC2=CC=C(C=C2C(=N1)OC)C (2,4-dimethoxy-6-methylquinazoline), BrN1C(CCC1=O)=O (N-bromosuccinimide). Reagents/catalysts: C(C1=CC=CC=C1)(=O)OOC(C1=CC=CC=C1)=O (benzoyl peroxide). Run in C(Cl)(Cl)(Cl)Cl (carbon tetrachloride). Product: BrCC=1C=C2C(=NC(=NC2=CC1)OC)OC (6-bromomethyl-2,4-dimethoxyquinazoline). The yield is 102.9%. Reaction SMILES: [CH3:1][O:2][C:3]1[N:12]=[C:11]([O:13][CH3:14])[C:10]2[C:5](=[CH:6][CH:7]=[C:8]([CH3:15])[CH:9]=2)[N:4]=1.[Br:16]N1C(=O)CCC1=O>C(OOC(=O)C1C=CC=CC=1)(=O)C1C=CC=CC=1.C(Cl)(Cl)(Cl)Cl>[Br:16][CH2:15][C:8]1[CH:9]=[C:10]2[C:5](=[CH:6][CH:7]=1)[N:4]=[C:3]([O:2][CH3:1])[N:12]=[C:11]2[O:13][CH3:14]. Reported procedure: A mixture of 2,4-dimethoxy-6-methylquinazoline (8.2 g), N-bromosuccinimide (7.9 g), benzoyl peroxide (0.19 g) and carbon tetrachloride (200 ml) was heated to reflux for 2 hours. The warm solution was filtered and the filtrate was evaporated to give 6-bromomethyl-2,4-dimethoxyquinazoline (11.7 g), m.p. 138°-143° C. The reactants are F[B-](F)(F)F, Oc1cncc(Br)c1, CC(=O)O, [K+], N#[N+]c1ccc([N+](=O)[O-])cc1, [OH-], O. Yields the product O=[N+]([O-])c1ccc(N=Nc2ncc(O)cc2Br)cc1. Reaction SMILES: [B-:11]([F:12])([F:13])([F:14])[F:15].[Br:1][c:2]1[cH:3][c:4]([OH:8])[cH:5][n:6][cH:7]1.[CH3:28][C:29](=[O:30])[OH:31].[K+:10].[N+:16](=[O:17])([O-:18])[c:19]1[cH:20][cH:21][c:22]([N+:25]#[N:26])[cH:23][cH:24]1.[OH-:9].[OH2:27]>>[Br:1][c:2]1[cH:3][c:4]([OH:8])[cH:5][n:6][c:7]1[N:26]=[N:25][c:22]1[cH:21][cH:20][c:19]([N+:16](=[O:17])[O-:18])[cH:24][cH:23]1.